The task is: describe an organic reaction: reactants, conditions, products, and yield. This data is from the Open Reaction Database (ORD), a public repository of structured organic reaction records. Starting materials: O=C1OC(Br)c2ccccc21, CC(C)Cc1ccc(C(C)C(=O)[O-])cc1, CN(C)C=O, [K+], O. Product: CC(C)Cc1ccc(C(C)C(=O)OC2OC(=O)c3ccccc32)cc1. RXN SMILES: [Br:1][CH:2]1[O:3][C:4](=[O:5])[c:6]2[cH:7][cH:8][cH:9][cH:10][c:11]21.[CH2:12]([CH:13]([CH3:14])[CH3:15])[c:16]1[cH:17][cH:18][c:19]([CH:22]([C:23](=[O:24])[O-:25])[CH3:26])[cH:20][cH:21]1.[CH3:29][N:30]([CH3:31])[CH:32]=[O:33].[K+:27].[OH2:28]>>[CH:2]1([O:25][C:23]([CH:22]([c:19]2[cH:18][cH:17][c:16]([CH2:12][CH:13]([CH3:14])[CH3:15])[cH:21][cH:20]2)[CH3:26])=[O:24])[O:3][C:4](=[O:5])[c:6]2[cH:7][cH:8][cH:9][cH:10][c:11]21. The reactants are N1(C=NC=C1)C(CCCCCCCCCCCC(C(=O)OCC)C(=O)OCC)CCCC (Diethyl 2-(12-(1H-imidazol-1-yl)hexadecyl)malonate), crude compound, [OH-].[Na+] (NaOH). The solvent is CO (methanol), O (water). Reaction conditions: temperature 0 celsius, time 3 hour. Product: N1(C=NC=C1)C(CCCCCCCCCCCCC(=O)O)CCCC (14-(1H-imidazol-1-yl)octadecanoic acid). Isolated yield 68.5%. As a reaction SMILES: [N:1]1([CH:6]([CH2:29][CH2:30][CH2:31][CH3:32])[CH2:7][CH2:8][CH2:9][CH2:10][CH2:11][CH2:12][CH2:13][CH2:14][CH2:15][CH2:16][CH2:17][CH:18](C(OCC)=O)[C:19]([O:21]CC)=[O:20])[CH:5]=[CH:4][N:3]=[CH:2]1.[OH-].[Na+]>CO.O>[N:1]1([CH:6]([CH2:29][CH2:30][CH2:31][CH3:32])[CH2:7][CH2:8][CH2:9][CH2:10][CH2:11][CH2:12][CH2:13][CH2:14][CH2:15][CH2:16][CH2:17][CH2:18][C:19]([OH:21])=[O:20])[CH:5]=[CH:4][N:3]=[CH:2]1 |f:1.2|. Reported procedure: Diethyl 2-(12-(1H-imidazol-1-yl)hexadecyl)malonate (415 mg, 0.9209 mmol) was dissolved in a 3:1 mixture of methanol (9 ml) and water (3 ml), cooled to 0° C. then NaOH (147 mg, 3.684 mmol) was added and the reaction mixture stirred at room temperature for 3 h. The reaction mixture was then concentrated under reduced pressure to remove MeOH, cooled to 0° C. to 5° C., the pH adjusted to 5, extracted with DCM (3×25 ml), dried on dry MgSO4, and concentrated under reduced pressure. The crude compound ... The reactants are CCN(CC)C(=O)c1ccc(C#CCCO)cc1, CO, O=[Pd]. Yields the product CCN(CC)C(=O)c1ccc(CCCCO)cc1. Reaction SMILES: [CH2:1]([CH3:2])[N:3]([C:4]([c:5]1[cH:6][cH:7][c:8]([C:11]#[C:12][CH2:13][CH2:14][OH:15])[cH:9][cH:10]1)=[O:16])[CH2:17][CH3:18].[CH3:19][OH:20].[Pd:21]=[O:22]>>[CH2:1]([CH3:2])[N:3]([C:4]([c:5]1[cH:6][cH:7][c:8]([CH2:11][CH2:12][CH2:13][CH2:14][OH:15])[cH:9][cH:10]1)=[O:16])[CH2:17][CH3:18].